Dataset: the Open Reaction Database (ORD), a public repository of structured organic reaction records. Task: describe an organic reaction: reactants, conditions, products, and yield Reactants: N[NH-] (amino amide), CN1N=C(C(=C1C(=O)Cl)[N+](=O)[O-])C (1,3-Dimethyl-4-nitro-5-pyrazolecarboxylic acid chloride), NC1=C(C=CC=C1)O (o-aminophenol), N1=NC(C2=C1C=NC=N2)=O (pyrazolopyrimidone), Cl.C(C)N(CC)CCCl (diethylaminoethylchloride hydrochloride), C(C)O (ethanol), [O-]CC.[Na+] (sodium ethoxide), [N+](=O)([O-])[NH-] (nitroamide), N[NH-] (amino amide). The solvent is C(C)(=O)O (acetic acid). Yields the product CN1N=C(C=2N=C(N(C(C21)=O)C2=C(C=CC=C2)OCCN(CC)CC)C)C (1,3,5-Trimethyl-6-(2-(2-diethylaminoethoxy)phenyl)-1H-pyrazolo[4,3-d]pyrimidine-7(6H)-one). Reaction SMILES: [CH3:1][N:2]1[C:6]([C:7](Cl)=[O:8])=[C:5]([N+:10]([O-])=O)[C:4]([CH3:13])=[N:3]1.[NH2:14][C:15]1[CH:20]=[CH:19][CH:18]=[CH:17][C:16]=1[OH:21].[N+]([NH-])([O-])=O.N[NH-].N1C2C=NC=N[C:31]=2[C:30](=O)N=1.Cl.[CH2:39]([N:41]([CH2:44][CH2:45]Cl)[CH2:42][CH3:43])[CH3:40].C(O)C.[O-]CC.[Na+]>C(O)(=O)C>[CH3:1][N:2]1[C:6]2[C:7](=[O:8])[N:14]([C:15]3[CH:20]=[CH:19][CH:18]=[CH:17][C:16]=3[O:21][CH2:40][CH2:39][N:41]([CH2:44][CH3:45])[CH2:42][CH3:43])[C:30]([CH3:31])=[N:10][C:5]=2[C:4]([CH3:13])=[N:3]1 |f:5.6,8.9|. Procedure details: 1,3-Dimethyl-4-nitro-5-pyrazolecarboxylic acid chloride is reacted with an equimolar quantity of o-aminophenol and the resulting nitroamide is catalytically reduced to the amino amide. Following the method of Example 2, the amino amide is cyclized with acetic acid in an autoclave and the resulting pyrazolopyrimidone is treated with an equimolar amount of diethylaminoethylchloride hydrochloride in absolute ethanol containing two equivalents of sodium ethoxide. 1,3,5-Trimethyl-6-(2-(2-diethylamino...